This data is from the Open Reaction Database (ORD), a public repository of structured organic reaction records. The task is: describe an organic reaction: reactants, conditions, products, and yield The reactants are COC(=O)C1CCOc2cc(Cl)c(Cl)cc2C1=O, Nc1ccccn1, Cc1ccccc1C. The product is O=C(Nc1ccccn1)C1CCOc2cc(Cl)c(Cl)cc2C1=O. As a reaction SMILES: [CH3:1][O:2][C:3](=[O:4])[CH:5]1[C:6](=[O:18])[c:7]2[c:8]([cH:12][c:13]([Cl:17])[c:14]([Cl:16])[cH:15]2)[O:9][CH2:10][CH2:11]1.[NH2:19][c:20]1[n:21][cH:22][cH:23][cH:24][cH:25]1.[c:26]1([CH3:27])[c:28]([CH3:29])[cH:30][cH:31][cH:32][cH:33]1>>[C:3](=[O:4])([CH:5]1[C:6](=[O:18])[c:7]2[c:8]([cH:12][c:13]([Cl:17])[c:14]([Cl:16])[cH:15]2)[O:9][CH2:10][CH2:11]1)[NH:19][c:20]1[n:21][cH:22][cH:23][cH:24][cH:25]1. The reactants are CC(C)(C)OC(=O)N1CCOC(CO)C1, C1CCOC1, [H-], O=C(Oc1ccc([N+](=O)[O-])cc1)N1CCN(c2ccc(F)cc2)CC1, [Na+]. Product: CC(C)(C)OC(=O)N1CCOC(COC(=O)N2CCN(c3ccc(F)cc3)CC2)C1. RXN SMILES: [C:1]([CH3:2])([CH3:3])([CH3:4])[O:5][C:6](=[O:7])[N:8]1[CH2:9][CH:10]([CH2:14][OH:15])[O:11][CH2:12][CH2:13]1.[CH2:43]1[O:44][CH2:45][CH2:46][CH2:47]1.[H-:17].[N+:18]([c:19]1[cH:20][cH:21][c:22]([O:27][C:28](=[O:23])[N:30]2[CH2:31][CH2:32][N:33]([c:36]3[cH:37][cH:38][c:39]([F:42])[cH:40][cH:41]3)[CH2:34][CH2:35]2)[cH:24][cH:25]1)([O-:26])=[O:29].[Na+:16]>>[C:1]([CH3:2])([CH3:3])([CH3:4])[O:5][C:6](=[O:7])[N:8]1[CH2:9][CH:10]([CH2:14][O:15][C:28](=[O:27])[N:30]2[CH2:31][CH2:32][N:33]([c:36]3[cH:37][cH:38][c:39]([F:42])[cH:40][cH:41]3)[CH2:34][CH2:35]2)[O:11][CH2:12][CH2:13]1. The reactants are [O-]C#N.[K+] (potassium cyanate), C(CCC)NCC(=O)OCC (ethyl N-butylglycinate). Reaction SMILES: [O-:1][C:2]#[N:3].[K+].[CH2:5]([NH:9][CH2:10][C:11]([O:13]CC)=O)[CH2:6][CH2:7][CH3:8]>Cl>[CH2:5]([N:9]1[CH2:10][C:11](=[O:13])[NH:3][C:2]1=[O:1])[CH2:6][CH2:7][CH3:8] |f:0.1|. Procedure details: A quantity of 24.4 g (0.30 mole) of potassium cyanate is added portionwise, at room temperature, to a stirred solution of 31.80 g (0.20 mole) of ethyl N-butylglycinate in 220 mL (0.22 mole) of 1N hydrochloric acid. The solution is warmed to ca. 90° C. (at ca. 50° C. an oil separates). After 10 minutes at 90° C., concentrated hydrochloric acid (250 mL) is cautiously added over 2 minutes and the resulting solution is heated at 90°-100° C. for 1/2 hour. The solution is concentrated at reduced press... Product: C(CCC)N1C(=O)NC(=O)C1 (1-butylhydantoin). The yield is 68.0%. Solvent: Cl (hydrochloric acid), Cl (hydrochloric acid). Conditions: temperature 50 celsius, time 10 minute.